Task: describe an organic reaction: reactants, conditions, products, and yield. Dataset: the Open Reaction Database (ORD), a public repository of structured organic reaction records Reactants: CCOc1ccccc1OCCN(C(=O)OC(C)(C)C)C(C)Cc1cc2c(c(C(N)=O)c1)NCC2, O=C1CCCC(=O)O1, CN(C)c1ccncc1, O=P([O-])([O-])[O-], c1ccncc1. Yields the product CCOc1ccccc1OCCN(C(=O)OC(C)(C)C)C(C)Cc1cc2c(c(C(N)=O)c1)N(C(=O)CCCC(=O)O)CC2. Reaction SMILES: [C:1]([CH3:2])([CH3:3])([CH3:4])[O:5][C:6](=[O:7])[N:8]([CH:9]([CH2:10][c:11]1[cH:12][c:13]2[c:17]([c:18]([C:20](=[O:21])[NH2:22])[cH:19]1)[NH:16][CH2:15][CH2:14]2)[CH3:23])[CH2:24][CH2:25][O:26][c:27]1[c:28]([O:33][CH2:34][CH3:35])[cH:29][cH:30][cH:31][cH:32]1.[C:36]1(=[O:43])[CH2:37][CH2:38][CH2:39][C:40](=[O:41])[O:42]1.[CH3:55][N:56]([CH3:57])[c:58]1[cH:59][cH:60][n:61][cH:62][cH:63]1.[O-:44][P:45](=[O:46])([O-:47])[O-:48].[cH:49]1[cH:50][cH:51][n:52][cH:53][cH:54]1>>[C:1]([CH3:2])([CH3:3])([CH3:4])[O:5][C:6](=[O:7])[N:8]([CH:9]([CH2:10][c:11]1[cH:12][c:13]2[c:17]([c:18]([C:20](=[O:21])[NH2:22])[cH:19]1)[N:16]([C:36]([CH2:37][CH2:38][CH2:39][C:40](=[O:41])[OH:42])=[O:43])[CH2:15][CH2:14]2)[CH3:23])[CH2:24][CH2:25][O:26][c:27]1[c:28]([O:33][CH2:34][CH3:35])[cH:29][cH:30][cH:31][cH:32]1. Reactants: CCOC(=C1C(=O)Nc2ccccc21)c1ccccc1, CN(C)CCS(=O)(=O)N(C)c1ccc(N)cc1. The product is CN(C)CCS(=O)(=O)N(C)c1ccc(NC(=C2C(=O)Nc3ccccc32)c2ccccc2)cc1. Reaction SMILES: [CH2:1]([O:2][C:4]([c:5]1[cH:6][cH:7][cH:8][cH:9][cH:10]1)=[C:11]1[C:12](=[O:20])[NH:13][c:14]2[cH:15][cH:16][cH:17][cH:18][c:19]21)[CH3:3].[CH3:21][N:22]([CH2:23][CH2:24][S:25](=[O:26])(=[O:27])[N:28]([CH3:29])[c:30]1[cH:31][cH:32][c:33]([NH2:34])[cH:35][cH:36]1)[CH3:37]>>[C:4]([c:5]1[cH:6][cH:7][cH:8][cH:9][cH:10]1)(=[C:11]1[C:12](=[O:20])[NH:13][c:14]2[cH:15][cH:16][cH:17][cH:18][c:19]21)[NH:34][c:33]1[cH:32][cH:31][c:30]([N:28]([S:25]([CH2:24][CH2:23][N:22]([CH3:21])[CH3:37])(=[O:26])=[O:27])[CH3:29])[cH:36][cH:35]1.